describe an organic reaction: reactants, conditions, products, and yield From a dataset of the Open Reaction Database (ORD), a public repository of structured organic reaction records. The reactants are CS(=O)(=O)OCCC=1OC2=C(C1)C=C(C=C2)C2=CC=C(C=C2)C(=O)N2CCOCC2 (2-{5-[4-(4-morpholinylcarbonyl)phenyl]-1-benzofuran-2-yl}ethyl methanesulfonate), CC1NCCCC1 (2-methyl-piperidine). Product: CC1N(CCCC1)CCC=1OC2=C(C1)C=C(C=C2)C2=CC=C(C(=O)N1CCOCC1)C=C2 (4-(4-{2-[2-(2-methyl-1-piperidinyl)ethyl]-1-benzofuran-5-yl}benzoyl)morpholine). RXN SMILES: CS(O[CH2:6][CH2:7][C:8]1[O:9][C:10]2[CH:16]=[CH:15][C:14]([C:17]3[CH:22]=[CH:21][C:20]([C:23]([N:25]4[CH2:30][CH2:29][O:28][CH2:27][CH2:26]4)=[O:24])=[CH:19][CH:18]=3)=[CH:13][C:11]=2[CH:12]=1)(=O)=O.[CH3:31][CH:32]1[CH2:37][CH2:36][CH2:35][CH2:34][NH:33]1>>[CH3:31][CH:32]1[CH2:37][CH2:36][CH2:35][CH2:34][N:33]1[CH2:6][CH2:7][C:8]1[O:9][C:10]2[CH:16]=[CH:15][C:14]([C:17]3[CH:18]=[CH:19][C:20]([C:23]([N:25]4[CH2:26][CH2:27][O:28][CH2:29][CH2:30]4)=[O:24])=[CH:21][CH:22]=3)=[CH:13][C:11]=2[CH:12]=1. Procedure: The product from Example 23D and 2-methyl-piperidine were processed as described in Example 1D to provide the titled compound. 1H NMR (300 MHz, CD3OD) δ 7.82 (m, 1H), 7.74 (d, J=8.1, 2H), 7.56 (m, 2H), 7.52 (d, J=8.1 Hz, 2H), 6.80 (s, 1H), 3.4-3.78 (m, 15H), 1.6-2.1 (m, 6H), 1.46 (d, J=6.3 Hz, 3H); MS (DCI) m/z 433 (M+H)+; Starting materials: CCN(C(C)C)C(C)C, CC1CNC1, O=c1c(-n2ccnn2)c[nH]n1-c1cc(Cl)ncn1, Cl, Cl, C1CCOC1. Product: CC1CN(c2cc(-n3[nH]cc(-n4ccnn4)c3=O)ncn2)C1. Reaction SMILES: [CH2:26]([N:27]([CH:28]([CH3:29])[CH3:30])[CH:31]([CH3:32])[CH3:33])[CH3:34].[CH3:2][CH:3]1[CH2:4][NH:5][CH2:6]1.[Cl:8][c:9]1[cH:10][c:11](-[n:15]2[nH:16][cH:17][c:18](-[n:21]3[n:22][n:23][cH:24][cH:25]3)[c:19]2=[O:20])[n:12][cH:13][n:14]1.[ClH:1].[ClH:7].[O:35]1[CH2:36][CH2:37][CH2:38][CH2:39]1>>[CH3:2][CH:3]1[CH2:4][N:5]([c:9]2[cH:10][c:11](-[n:15]3[nH:16][cH:17][c:18](-[n:21]4[n:22][n:23][cH:24][cH:25]4)[c:19]3=[O:20])[n:12][cH:13][n:14]2)[CH2:6]1. Starting materials: [Cl-], Fc1cccc(Nc2cc(Cl)ncn2)c1F, [H-], CCI, [NH4+], [Na+], C1CCOC1. Yields the product CCN(c1cc(Cl)ncn1)c1cccc(F)c1F. Reaction SMILES: [Cl-:22].[Cl:3][c:4]1[n:5][cH:6][n:7][c:8]([NH:10][c:11]2[c:12]([F:18])[c:13]([F:17])[cH:14][cH:15][cH:16]2)[cH:9]1.[H-:1].[I:19][CH2:20][CH3:21].[NH4+:23].[Na+:2].[O:24]1[CH2:25][CH2:26][CH2:27][CH2:28]1>>[Cl:3][c:4]1[n:5][cH:6][n:7][c:8]([N:10]([c:11]2[c:12]([F:18])[c:13]([F:17])[cH:14][cH:15][cH:16]2)[CH2:20][CH3:21])[cH:9]1. Starting materials: CCO, Cc1nc(Cl)cc(N)[n+]1[O-], [Na]. Product: CCOc1cc(N)[n+]([O-])c(C)n1. Reaction SMILES: [CH3:12][CH2:13][OH:14].[CH3:2][c:3]1[n:4][c:5]([Cl:11])[cH:6][c:7]([NH2:10])[n+:8]1[O-:9].[Na:1]>>[CH3:2][c:3]1[n:4][c:5]([O:14][CH2:13][CH3:12])[cH:6][c:7]([NH2:10])[n+:8]1[O-:9]. Reactants: Cl (HCl), C(C)(C)(C)OC(=O)N1CCN(CC1)C1=CC=CC2=C1OCS(N2CC2=CC=CC=C2)(=O)=O (4-(1-Benzyl-2,2-dioxo-2,3-dihydro-1H-benzo[4,2,1]oxathiazin-5-yl)-piperazine-1-carboxylic acid tert-butyl ester), CCOCC (Et2O). The solvent is CO (methanol). Reaction conditions: temperature 100 celsius. Product: Cl.C(C1=CC=CC=C1)N1S(COC2=C1C=CC=C2N2CCNCC2)(=O)=O (1-Benzyl-5-piperazin-1-yl-1H-benzo[4,2,1]oxathiazine 2,2-dioxide hydrochloride). Reaction SMILES: C(OC([N:8]1[CH2:13][CH2:12][N:11]([C:14]2[C:19]3[O:20][CH2:21][S:22](=[O:32])(=[O:31])[N:23]([CH2:24][C:25]4[CH:30]=[CH:29][CH:28]=[CH:27][CH:26]=4)[C:18]=3[CH:17]=[CH:16][CH:15]=2)[CH2:10][CH2:9]1)=O)(C)(C)C.[ClH:33].CCOCC>CO>[ClH:33].[CH2:24]([N:23]1[C:18]2[CH:17]=[CH:16][CH:15]=[C:14]([N:11]3[CH2:10][CH2:9][NH:8][CH2:13][CH2:12]3)[C:19]=2[O:20][CH2:21][S:22]1(=[O:32])=[O:31])[C:25]1[CH:30]=[CH:29][CH:28]=[CH:27][CH:26]=1 |f:4.5|. Reported procedure: 4-(1-Benzyl-2,2-dioxo-2,3-dihydro-1H-benzo[4,2,1]oxathiazin-5-yl)-piperazine-1-carboxylic acid tert-butyl ester was dissolved in 1 mL methanol and 1 mL of 2N ethanolic HCl was added. The solution is heated at 100° C. for 30 minutes, at which time was added approximately. 2 mL Et2O. On cooling to room temperature, 30 mg of 1-benzyl-5-piperazin-1-yl-1H-benzo[4,2,1]oxathiazine 2,2-dioxide hydrochloride precipitated as a white solid (61%). (M+H)+=360. Reactants: C=1(N=C(N=C2C=CC3=C(C12)C=CN3)N)N (7H-pyrrolo[3,2-f]quinazoline-1,3-diamine), C(C1CCCO1)Br (tetrahydrofurfuryl bromide), [H-].[Na+] (sodium hydride), [H-].[Na+] (sodium hydride), C(C1CCCO1)Br (tetrahydrofurfuryl bromide), Cl (hydrochloric acid). The solvent is CN(C=O)C (dimethylformamide), CC(=O)C (acetone). Run at time 24 hour. The product is O1C(CCC1)CN1C=CC=2C3=C(N=C(N=C3C=CC21)N)N (7-[(Tetrahydro-2-furanyl)methyl]-7H-pyrrolo-[3,2-f]quinazoline-1,3-diamine). Reaction SMILES: [C:1]1([NH2:15])[N:2]=[C:3]([NH2:14])[N:4]=[C:5]2[C:10]=1[C:9]1[CH:11]=[CH:12][NH:13][C:8]=1[CH:7]=[CH:6]2.[H-].[Na+].[CH2:18](Br)[CH:19]1[O:23][CH2:22][CH2:21][CH2:20]1.Cl>CC(C)=O.CN(C)C=O>[O:23]1[CH2:22][CH2:21][CH2:20][CH:19]1[CH2:18][N:13]1[C:8]2[CH:7]=[CH:6][C:5]3[C:10](=[C:1]([NH2:15])[N:2]=[C:3]([NH2:14])[N:4]=3)[C:9]=2[CH:11]=[CH:12]1 |f:1.2|. Procedure details: In a manner similar to that of Example 2, 3.98 g. of 7H-pyrrolo[3,2-f]quinazoline-1,3-diamine in ca. 260 ml. dry dimethylformamide are reacted with 1.06 g. ca. 50% sodium hydride-mineral oil dispersion and then with 3.63 g. tetrahydrofurfuryl bromide. After stirring the mixture at ca. 25° for 24 hours, 0.21 g. ca. 50% sodium hydride-mineral oil dispersion are added. Stirring is continued for one-hour, 0.73 g. tetrahydrofurfuryl bromide is added, and, after stirring for 6 hours, the reaction mixt... The reactants are B(Cl)(Cl)Cl (BCl3), O (water), C(C)OC(=O)C1=CC2=C(C=CC=C2C=C1Cl)OC (3-chloro-8-methoxy-naphthalene-2-carboxylic acid ethyl ester). Reagents/catalysts: [I-].C(CCC)[N+](CCCC)(CCCC)CCCC (Tetrabutylammonium iodide). Run in C(Cl)Cl (CH2Cl2). Reaction conditions: temperature -78 celsius, time 30 minute. The product is C(C)OC(=O)C1=CC2=C(C=CC=C2C=C1Cl)O (3-Chloro-8-hydroxy-naphthalene-2-carboxylic acid ethyl ester). As a reaction SMILES: [CH2:1]([O:3][C:4]([C:6]1[C:15]([Cl:16])=[CH:14][C:13]2[C:8](=[C:9]([O:17]C)[CH:10]=[CH:11][CH:12]=2)[CH:7]=1)=[O:5])[CH3:2].B(Cl)(Cl)Cl.O>[I-].C([N+](CCCC)(CCCC)CCCC)CCC.C(Cl)Cl>[CH2:1]([O:3][C:4]([C:6]1[C:15]([Cl:16])=[CH:14][C:13]2[C:8](=[C:9]([OH:17])[CH:10]=[CH:11][CH:12]=2)[CH:7]=1)=[O:5])[CH3:2] |f:3.4|. Reported procedure: Tetrabutylammonium iodide (3.74 g, 10.12 mmol, 1.3 equiv) was added to a solution of 3-chloro-8-methoxy-naphthalene-2-carboxylic acid ethyl ester (2.06 g, 7.79 mmol) in anhydrous CH2Cl2 (39 ml). After cooling to −78° C., BCl3 (1M solution in CH2Cl2, 19.46 ml, 19.46 mmol, 2.5 equiv) was added dropwise. The reaction mixture was stirred at −78° C. for 30 minutes and then let warm to room temperature. After 2 hours at room temperature, cold water (4° C., 40 ml) was added slowly, and the resulting mi... Starting materials: P(C1=CC=CC=C1)(C1=CC=CC=C1)CCCP(C1=CC=CC=C1)CCCCl ((C6H5)2P(CH2)3P(C6H5)(CH2)3Cl), CH2P(Cyhex)Ph, —CH2P(Ph)CH2—, C1(=CC=CC=C1)PC1CCCCC1 (Phenylcyclohexylphosphine), C(C)(C)[N-]C(C)C.[Li+] (lithium diisopropylamide). Product: P(C1=CC=CC=C1)(C1=CC=CC=C1)CCCP(C1=CC=CC=C1)CCCP(C1=CC=CC=C1)C1CCCCC1 (Ph2P(CH2)3P(Ph)(CH2)3P(Ph)Cy). RXN SMILES: [P:1]([CH2:14][CH2:15][CH2:16][P:17]([CH2:24][CH2:25][CH2:26]Cl)[C:18]1[CH:23]=[CH:22][CH:21]=[CH:20][CH:19]=1)([C:8]1[CH:13]=[CH:12][CH:11]=[CH:10][CH:9]=1)[C:2]1[CH:7]=[CH:6][CH:5]=[CH:4][CH:3]=1.[C:28]1([PH:34][CH:35]2[CH2:40][CH2:39][CH2:38][CH2:37][CH2:36]2)[CH:33]=[CH:32][CH:31]=[CH:30][CH:29]=1.C([N-]C(C)C)(C)C.[Li+]>>[P:1]([CH2:14][CH2:15][CH2:16][P:17]([CH2:24][CH2:25][CH2:26][P:34]([CH:35]1[CH2:40][CH2:39][CH2:38][CH2:37][CH2:36]1)[C:28]1[CH:33]=[CH:32][CH:31]=[CH:30][CH:29]=1)[C:18]1[CH:23]=[CH:22][CH:21]=[CH:20][CH:19]=1)([C:8]1[CH:13]=[CH:12][CH:11]=[CH:10][CH:9]=1)[C:2]1[CH:7]=[CH:6][CH:5]=[CH:4][CH:3]=1 |f:2.3|. Procedure details: The procedure for the Synthesis of HexPh4P3Pr above was followed using (C6H5)2P(CH2)3P(C6H5)(CH2)3Cl (1.73 g, 4.15 mmol), Phenylcyclohexylphosphine (1.01 g, 6.81 mmol) and lithium diisopropylamide (4.4 ml, 8.8 mmol). Yield: 1.89 g (81.4%). 31P{1H} NMR (CDCl3, 122 MHz, δppm: —CH2P(Cyhex)Ph: −11.67 and −11.79; Ph2PCH2—: −16.52; —CH2P(Ph)CH2— −26.21 and 26.34 (>98% pure). The reactants are C=CCOC1CCC(N)C1, C=CCOC1CCC(NCC(O)C(Cc2cc(F)cc(F)c2)NC(=O)OCc2ccccc2)C1, C=CCOC1CCC(NCC(O)C(Cc2cc(F)cc(F)c2)NC(=O)OCc2ccccc2)C1, O=C(NC(Cc1cc(F)cc(F)c1)C1CO1)OCc1ccccc1. Product: C=CCOC1CCC(NCC(O)C(N)Cc2cc(F)cc(F)c2)C1. As a reaction SMILES: [CH2:1]([O:2][CH:3]1[CH2:4][CH2:5][CH:6]([NH2:7])[CH2:8]1)[CH:9]=[CH2:10].[CH2:35]([CH:36]=[CH2:37])[O:38][CH:39]1[CH2:40][CH:41]([NH:44][CH2:45][CH:46]([CH:47]([CH2:48][c:49]2[cH:50][c:51]([F:56])[cH:52][c:53]([F:55])[cH:54]2)[NH:57][C:58](=[O:59])[O:60][CH2:61][c:62]2[cH:63][cH:64][cH:65][cH:66][cH:67]2)[OH:68])[CH2:42][CH2:43]1.[CH2:69]([O:70][CH:71]1[CH2:72][CH2:73][CH:74]([NH:75][CH2:76][CH:77]([OH:78])[CH:79]([NH:80][C:81](=[O:82])[O:83][CH2:84][c:85]2[cH:86][cH:87][cH:88][cH:89][cH:90]2)[CH2:91][c:92]2[cH:93][c:94]([F:95])[cH:96][c:97]([F:98])[cH:99]2)[CH2:100]1)[CH:101]=[CH2:102].[F:11][c:12]1[cH:13][c:14]([CH2:15][CH:16]([NH:17][C:18](=[O:19])[O:20][CH2:21][c:22]2[cH:23][cH:24][cH:25][cH:26][cH:27]2)[CH:28]2[CH2:29][O:30]2)[cH:31][c:32]([F:33])[cH:34]1>>[CH2:35]([CH:36]=[CH2:37])[O:38][CH:39]1[CH2:40][CH:41]([NH:44][CH2:45][CH:46]([CH:47]([CH2:48][c:49]2[cH:50][c:51]([F:56])[cH:52][c:53]([F:55])[cH:54]2)[NH2:57])[OH:68])[CH2:42][CH2:43]1. The reactants are NC(=O)c1c(NC(=O)CBr)sc2c1CCCC2, O=C([O-])[O-], FC(F)(F)c1n[nH]c2ccncc12, [K+], [K+], CN(C)C=O. The product is NC(=O)c1c(NC(=O)Cn2nc(C(F)(F)F)c3cnccc32)sc2c1CCCC2. RXN SMILES: [Br:14][CH2:15][C:16](=[O:17])[NH:18][c:19]1[c:20]([C:28](=[O:29])[NH2:30])[c:21]2[c:22]([s:23]1)[CH2:24][CH2:25][CH2:26][CH2:27]2.[C:31](=[O:32])([O-:33])[O-:34].[F:1][C:2]([c:3]1[n:4][nH:5][c:6]2[c:7]1[cH:8][n:9][cH:10][cH:11]2)([F:12])[F:13].[K+:35].[K+:36].[O:37]=[CH:38][N:39]([CH3:40])[CH3:41]>>[F:1][C:2]([c:3]1[n:4][n:5]([CH2:15][C:16](=[O:17])[NH:18][c:19]2[c:20]([C:28](=[O:29])[NH2:30])[c:21]3[c:22]([s:23]2)[CH2:24][CH2:25][CH2:26][CH2:27]3)[c:6]2[c:7]1[cH:8][n:9][cH:10][cH:11]2)([F:12])[F:13].